This data is from the Open Reaction Database (ORD), a public repository of structured organic reaction records. The task is: describe an organic reaction: reactants, conditions, products, and yield Reactants: COCCCl, [K+], [K+], O=C([O-])[O-], CN(C)C=O, O=[N+]([O-])c1ccccc1O. Yields the product COCCOc1ccccc1[N+](=O)[O-]. Reaction SMILES: [CH3:11][O:12][CH2:13][CH2:14][Cl:15].[K+:16].[K+:17].[O-:18][C:19]([O-:20])=[O:21].[O:22]=[CH:23][N:24]([CH3:25])[CH3:26].[OH:1][c:2]1[cH:3][cH:4][cH:5][cH:6][c:7]1[N+:8]([O-:9])=[O:10]>>[O:1]([c:2]1[cH:3][cH:4][cH:5][cH:6][c:7]1[N+:8]([O-:9])=[O:10])[CH2:14][CH2:13][O:12][CH3:11]. Starting materials: RuClCp, [OH-].[K+] (KOH), N1=C(C=CC=C1)C1=NC=CC=C1 (2,2′-bipyridyl), C(C)(C)(C)C1CCC(CC1)=O (4-t-butylcyclohexanone), [H][H] (Hydrogen). Run in CC(C)O (2-propanol). Conditions: time 18 hour. Yields the product 23.2, C(C)(C)(C)[C@@H]1CC[C@H](CC1)O (trans-4-t-butylcyclohexanol). Isolated yield 38.2%. RXN SMILES: [OH-].[K+].N1C=CC=CC=1C1C=CC=CN=1.[C:15]([CH:19]1[CH2:24][CH2:23][C:22](=[O:25])[CH2:21][CH2:20]1)([CH3:18])([CH3:17])[CH3:16].[H][H]>CC(O)C>[C:15]([C@H:19]1[CH2:20][CH2:21][C@H:22]([OH:25])[CH2:23][CH2:24]1)([CH3:18])([CH3:16])[CH3:17] |f:0.1|. Procedure details: RuClCp* (cod) (3.8 mg, 0.01 mmol), KOH (0.04 mmol), 2,2′-bipyridyl (3.1 mg, 0.02 mmol) and 4-t-butylcyclohexanone (385.63 mg. 2.5 mmol) were dissolved into 10 ml of 2-propanol. and deaerated by argon substitution, after which the total amount of the resulting mixture was transferred into a 100-milliliter metallic autoclave. Hydrogen was then charged to a predetermined pressure (4 atm), and the reaction was started at room temperature (28° C.) After the reaction solution was stirred for 18 hours,... The reactants are N1(CCNCC1)C1=NN2C(N=CC=C2C2=CC=NC=C2)=N1 (2-(1-Piperazinyl)-7-(4-pyridyl)[1,2,4]triazolo-[1,5-a]pyrimidine), ClC(C(=O)C1=CC=C(C=C1)F)CC (α-chloro-p-fluorobutyrophenone), C(C)(C)N(C(C)C)CC (N,N-diisopropylethylamine). The solvent is CC(C)O (2-propanol). Yields the product FC1=CC=C(C=C1)C(CCCN1CCN(CC1)C1=NN2C(N=CC=C2C2=CC=NC=C2)=N1)=O (1-(4-Fluorophenyl)-4-[4-[7-(4-pyridinyl)[1,2,4]triazolo-[1,5-a]pyrimidin-2-yl]-1-piperazinyl]-1-butanone). Yield: 13.5%. As a reaction SMILES: [N:1]1([C:7]2[N:21]=[C:10]3[N:11]=[CH:12][CH:13]=[C:14]([C:15]4[CH:20]=[CH:19][N:18]=[CH:17][CH:16]=4)[N:9]3[N:8]=2)[CH2:6][CH2:5][NH:4][CH2:3][CH2:2]1.Cl[CH:23]([CH2:33][CH3:34])[C:24]([C:26]1[CH:31]=[CH:30][C:29]([F:32])=[CH:28][CH:27]=1)=[O:25].C(N(CC)C(C)C)(C)C>CC(O)C>[F:32][C:29]1[CH:28]=[CH:27][C:26]([C:24](=[O:25])[CH2:23][CH2:33][CH2:34][N:4]2[CH2:3][CH2:2][N:1]([C:7]3[N:21]=[C:10]4[N:11]=[CH:12][CH:13]=[C:14]([C:15]5[CH:20]=[CH:19][N:18]=[CH:17][CH:16]=5)[N:9]4[N:8]=3)[CH2:6][CH2:5]2)=[CH:31][CH:30]=1. Procedure details: A mixture of 5.6 g (0.02 moles) of 2-(1-piperazinyl)-7-(4-pyridyl)[1,2,4]triazolo[1,5-a]pyrimidine (prepared as described in Example 47), 4.0 g (0.02 moles) of α-chloro-p-fluorobutyrophenone, 3.6 g (0.027 moles) of N,N-diisopropylethylamine and 100 ml of 2-propanol was heated at reflux for 16 hours with stirring. The reaction mixture was evaporated in vacuo to a solid. The solid was dissolved in 100 ml of water and extracted twice with 100 ml of chloroform. The extracts were combined, dried over... Starting materials: ClC(C(=O)N(C)C)C (2-chloro-N,N-dimethylpropionamide), C1(=CC=CC=C1)C1=NNC=C1C(C)C (3-phenyl-4-isopropylpyrazole), CC=1C(=NNC1)C1=CC=CC=C1 (4-methyl-3-phenylpyrazole). The product is C(C)C(C(=O)N(C)C)N1N=C(C(=C1)C(C)C)C1=CC=CC=C1 (α-ethyl-N,N-dimethyl-3-phenyl-4-isopropylpyrazole-1-acetamide). As a reaction SMILES: Cl[CH:2]([CH3:8])[C:3]([N:5]([CH3:7])[CH3:6])=[O:4].[C:9]1([C:15]2[C:19]([CH:20]([CH3:22])[CH3:21])=[CH:18][NH:17][N:16]=2)[CH:14]=[CH:13][CH:12]=[CH:11][CH:10]=1.[CH3:23]C1C(C2C=CC=CC=2)=NNC=1>>[CH2:8]([CH:2]([N:17]1[CH:18]=[C:19]([CH:20]([CH3:22])[CH3:21])[C:15]([C:9]2[CH:10]=[CH:11][CH:12]=[CH:13][CH:14]=2)=[N:16]1)[C:3]([N:5]([CH3:7])[CH3:6])=[O:4])[CH3:23]. Procedure details: Using the procedure of Example 1, but substituting 2-bromo-N,N-dimethylbutyramide for 2-chloro-N,N-dimethylpropionamide and 3-phenyl-4-isopropylpyrazole for 4-methyl-3-phenylpyrazole, there was obtained α-ethyl-N,N-dimethyl-3-phenyl-4-isopropylpyrazole-1-acetamide, m.p. 89°-90° C. The reactants are O[C@H](/C=C/[C@@H]1[C@H]2CC(O[C@H]2C[C@H]1OC(C1=CC=CC=C1)=O)=O)C(CCCC)(C)C ((1S,5R,6R,7R)-6-[(E)-(3R)-3-hydroxy-4,4-dimethyl-1-octenyl]-7-benzoyloxy-2-oxabicyclo[3.3.0]octan-3-one), C(C1=CC=CC=C1)(=O)Cl (benzoyl chloride), dibenzoate. Run in N1=CC=CC=C1 (pyridine). Yields the product C(C1=CC=CC=C1)(=O)O[C@H](/C=C/[C@@H]1[C@H]2CC(O[C@H]2C[C@H]1OC(C1=CC=CC=C1)=O)=O)C(CCCC)(C)C ((1S,5R,6R,7R)-6-[(E)-(3R)-3-Benzoyloxy-4,4-dimethyl-1-octenyl]-7-benzoyloxy-2-oxabicyclo[3.3.0]octan-3-one). Reaction SMILES: [OH:1][C@@H:2]([C:23]([CH3:29])([CH3:28])[CH2:24][CH2:25][CH2:26][CH3:27])/[CH:3]=[CH:4]/[C@H:5]1[C@H:12]([O:13][C:14](=[O:21])[C:15]2[CH:20]=[CH:19][CH:18]=[CH:17][CH:16]=2)[CH2:11][C@H:10]2[C@@H:6]1[CH2:7][C:8](=[O:22])[O:9]2.[C:30](Cl)(=[O:37])[C:31]1[CH:36]=[CH:35][CH:34]=[CH:33][CH:32]=1>N1C=CC=CC=1>[C:30]([O:1][C@@H:2]([C:23]([CH3:28])([CH3:29])[CH2:24][CH2:25][CH2:26][CH3:27])/[CH:3]=[CH:4]/[C@H:5]1[C@H:12]([O:13][C:14](=[O:21])[C:15]2[CH:16]=[CH:17][CH:18]=[CH:19][CH:20]=2)[CH2:11][C@H:10]2[C@@H:6]1[CH2:7][C:8](=[O:22])[O:9]2)(=[O:37])[C:31]1[CH:36]=[CH:35][CH:34]=[CH:33][CH:32]=1. Reported procedure: In analogy to Example 1(a), 1.6 g of (1S,5R,6R,7R)-6-[(E)-(3R)-3-hydroxy-4,4-dimethyl-1-octenyl]-7-benzoyloxy-2-oxabicyclo[3.3.0]octan-3-one, 8 ml of pyridine, and 1 ml of benzoyl chloride yield 2 g of the dibenzoate as a colorless oil. The reactants are CCO, Cl, [Na+], C1CCOC1, [OH-], O, CCCN(Cc1nc(-c2ccccc2)cs1)c1cccc(COc2ccc(CCC(=O)OC)cc2)c1. Product: CCCN(Cc1nc(-c2ccccc2)cs1)c1cccc(COc2ccc(CCC(=O)O)cc2)c1. RXN SMILES: [CH3:37][CH2:38][OH:39].[ClH:42].[Na+:41].[O:44]1[CH2:45][CH2:46][CH2:47][CH2:48]1.[OH-:40].[OH2:43].[c:1]1(-[c:7]2[n:8][c:9]([CH2:12][N:13]([c:14]3[cH:15][c:16]([CH2:17][O:18][c:19]4[cH:20][cH:21][c:22]([CH2:25][CH2:26][C:27](=[O:28])[O:29][CH3:30])[cH:23][cH:24]4)[cH:31][cH:32][cH:33]3)[CH2:34][CH2:35][CH3:36])[s:10][cH:11]2)[cH:2][cH:3][cH:4][cH:5][cH:6]1>>[c:1]1(-[c:7]2[n:8][c:9]([CH2:12][N:13]([c:14]3[cH:15][c:16]([CH2:17][O:18][c:19]4[cH:20][cH:21][c:22]([CH2:25][CH2:26][C:27](=[O:28])[OH:29])[cH:23][cH:24]4)[cH:31][cH:32][cH:33]3)[CH2:34][CH2:35][CH3:36])[s:10][cH:11]2)[cH:2][cH:3][cH:4][cH:5][cH:6]1.